From a dataset of the Open Reaction Database (ORD), a public repository of structured organic reaction records. describe an organic reaction: reactants, conditions, products, and yield The reactants are C(C)(C)(C)[Si](OC1(OC1)C1=C(C=CC=C1)C1=CC2=C(NC(=N2)COC2=CC=C(C=C2)C(F)(F)F)C=C1)(C)C (5-{2-[2-(tert-butyl-dimethyl-silanyloxy)-oxiranyl]-phenyl}-2-(4-trifluoromethyl-phenoxymethyl)-1H-benzoimidazole), O.C=1(C(=CC=CC1)S(=O)(=O)O)C (toluenesulfonic acid monohydrate). The solvent is C1CCOC1 (THF). Run at temperature 80 celsius, time 2 hour. The product is OCC(=O)C1=C(C=CC=C1)C1=CC2=C(NC(=N2)COC2=CC=C(C=C2)C(F)(F)F)C=C1 (2-hydroxy-1-{2-[2-(4-trifluoromethyl-phenoxymethyl)-1H-benzoimidazol-5-yl]-phenyl}-ethanone). The yield is 92.8%. Reaction SMILES: C([Si](C)(C)[O:6][C:7]1([C:10]2[CH:15]=[CH:14][CH:13]=[CH:12][C:11]=2[C:16]2[CH:36]=[CH:35][C:19]3[NH:20][C:21]([CH2:23][O:24][C:25]4[CH:30]=[CH:29][C:28]([C:31]([F:34])([F:33])[F:32])=[CH:27][CH:26]=4)=[N:22][C:18]=3[CH:17]=2)[CH2:9][O:8]1)(C)(C)C.O.C1(C)C(S(O)(=O)=O)=CC=CC=1>C1COCC1>[OH:8][CH2:9][C:7]([C:10]1[CH:15]=[CH:14][CH:13]=[CH:12][C:11]=1[C:16]1[CH:36]=[CH:35][C:19]2[NH:20][C:21]([CH2:23][O:24][C:25]3[CH:30]=[CH:29][C:28]([C:31]([F:33])([F:34])[F:32])=[CH:27][CH:26]=3)=[N:22][C:18]=2[CH:17]=1)=[O:6] |f:1.2|. Procedure details: A reaction mixture of 5-{2-[2-(tert-butyl-dimethyl-silanyloxy)-oxiranyl]-phenyl}-2-(4-trifluoromethyl-phenoxymethyl)-1H-benzoimidazole (0.072 g, 0.134 mmol) and toluenesulfonic acid monohydrate (0.031 g, 0.161 mmol) in THF (2 mL) was heated to 80° C. and stirred for 2 hours. The reaction mixture was concentrated and the residue was purified by chromatography (silica, hexanes: EtOAc, 1:2) to afford the title compound as a brown oil (0.053 g, 92%). 1H NMR (400 MHz, CD3OD) δ (ppm): 7.64 (d, 2H, J=9... Procedure details: Under N2 atmosphere, 41.25 mL chlorosulfonic acid was cooled in an ice bath, and under stirring 22.26 mL 2-chloroanisole was added dropwise. The mixture was heated to 55° C.; after 10 min. the heat source was removed and the mixture was stirred overnight at room temperature. The mixture was poured into ice water and extracted twice with DCM. The combined organic layers were dried over MgSO4 and evaporated to dryness. The residue was purified by flash chromatography (PA/EA 9:1) to give 24.94 g (5... Reaction conditions: temperature 55 celsius, time 8 hour. As a reaction SMILES: [Cl:1][S:2]([OH:5])(=O)=[O:3].[Cl:6][C:7]1[CH:12]=[CH:11][CH:10]=[CH:9][C:8]=1[O:13][CH3:14]>>[Cl:6][C:7]1[CH:12]=[C:11]([S:2]([Cl:1])(=[O:5])=[O:3])[CH:10]=[CH:9][C:8]=1[O:13][CH3:14]. Starting materials: ClS(=O)(=O)O (chlorosulfonic acid), ClC1=C(C=CC=C1)OC (2-chloroanisole). The yield is 50.0%. Yields the product ClC=1C=C(C=CC1OC)S(=O)(=O)Cl (3-Chloro-4-methoxy-benzenesulfonyl chloride). Starting materials: C(C)OC(\C=C\C=C(C1=C(C=CC=C1)F)C1=C(C=CC=C1)F)=O ((E)-5.5-bis(2-fluorophenyl)-2,4-pentadienoic acid ethyl ester), [OH-].[Na+] (sodium hydroxide). The solvent is CO (methanol). Yields the product FC1=C(C=CC=C1)C(=C/C=C/C(=O)O)C1=C(C=CC=C1)F ((E)-5,5-bis(2-fluorophenyl)-2,4-pentadienoic acid). The yield is 93.7%. As a reaction SMILES: C([O:3][C:4](=[O:23])/[CH:5]=[CH:6]/[CH:7]=[C:8]([C:16]1[CH:21]=[CH:20][CH:19]=[CH:18][C:17]=1[F:22])[C:9]1[CH:14]=[CH:13][CH:12]=[CH:11][C:10]=1[F:15])C.[OH-].[Na+]>CO>[F:15][C:10]1[CH:11]=[CH:12][CH:13]=[CH:14][C:9]=1[C:8]([C:16]1[CH:21]=[CH:20][CH:19]=[CH:18][C:17]=1[F:22])=[CH:7]/[CH:6]=[CH:5]/[C:4]([OH:23])=[O:3] |f:1.2|. Procedure: As before. (E)-5.5-bis(2-fluorophenyl)-2,4-pentadienoic acid ethyl ester (1.7 g) in methanol (15 mL) was carried out using 4N sodium hydroxide (2.5 mL). After acidification, the product was extracted into dichloromethane (2×50 mL). The combined extracts were dried and evaporated and the residue crystallized from ether-hexane to provide 1.45 g of (E)-5,5-bis(2-fluorophenyl)-2,4-pentadienoic acid, mp 159°-160° C. Anal. Calculated for C17H12F2O2 : C, 71.32; H, 4.22; F, 13.27 Found: C, 71.09; H, 4.4... The reactants are C(C)OC(C(CCC1=CC=CC=C1)OS(=O)(=O)C1=CC=C(C=C1)[N+](=O)[O-])=O (2-(4-Nitro-benzenesulfonyloxy)-4-phenyl-butyric acid ethyl ester), CN1CCCN(C1=O)C (DMPU), C(C)C(C(=O)[O-])(C(=O)[O-])CC (diethylmalonate), [H-].[Na+] (NaH), C1CCOC1 (THF). Solvent: O (H2O). Run at time 3 day. Yields the product C(C)OC(C(C(C(=O)OCC)CCC1=CC=CC=C1)C(=O)OCC)=O (2-ethoxycarbonyl-3-phenethyl-succinic acid diethyl ester). Yield: 52.1%. Reaction SMILES: C([C:3](CC)([C:7]([O-:9])=[O:8])[C:4]([O-:6])=[O:5])C.[H-].[Na+].[CH2:14]([O:16][C:17](=[O:40])[CH:18](OS(C1C=CC([N+]([O-])=O)=CC=1)(=O)=O)[CH2:19][CH2:20][C:21]1[CH:26]=[CH:25][CH:24]=[CH:23][CH:22]=1)[CH3:15].CN1C(=O)N(C)[CH2:45][CH2:44]C1.[CH2:50]1COC[CH2:51]1>O>[CH2:50]([O:9][C:7](=[O:8])[CH:3]([C:4]([O:6][CH2:44][CH3:45])=[O:5])[CH:18]([CH2:19][CH2:20][C:21]1[CH:22]=[CH:23][CH:24]=[CH:25][CH:26]=1)[C:17]([O:16][CH2:14][CH3:15])=[O:40])[CH3:51] |f:1.2|. Procedure details: A solution of diethylmalonate (240.2 mg, 1.5 mmol) and NaH (43.2 mg, 1.8 mmol) in THF (3 ml) was stirred for one hour at room temperature under argon. 2-(4-Nitro-benzenesulfonyloxy)-4-phenyl-butyric acid ethyl ester (590 mg, 1.5 mmol) and DMPU (192.2 mg, 1.5 mmol) was added and the mixture was stirred at room temperature for three days. The reaction was poured into H2O and extracted with ethyl acetate. The organic layer was washed with water and concentrated under reduced pressure. The product w... The reactants are NC1=CC=C(C=C1)CC#N (4-aminophenylacetonitrile), ClC1=NC=C(C(=O)N)C=C1 (6-chloro-nicotinamide). The solvent is C(C)(=O)OCC (ethyl acetate), CO (methanol). Yields the product C(#N)CC1=CC=C(C=C1)NC1=NC=C(C(=O)N)C=C1 (6-(4-cyanomethyl-phenylamino)-nicotinamide). RXN SMILES: [NH2:1][C:2]1[CH:7]=[CH:6][C:5]([CH2:8][C:9]#[N:10])=[CH:4][CH:3]=1.Cl[C:12]1[CH:20]=[CH:19][C:15]([C:16]([NH2:18])=[O:17])=[CH:14][N:13]=1>CO.C(OCC)(=O)C>[C:9]([CH2:8][C:5]1[CH:6]=[CH:7][C:2]([NH:1][C:12]2[CH:20]=[CH:19][C:15]([C:16]([NH2:18])=[O:17])=[CH:14][N:13]=2)=[CH:3][CH:4]=1)#[N:10]. Reported procedure: Combine 4-aminophenylacetonitrile (5.0 g, 37.9 mmol) and 6-chloro-nicotinamide (6.3 g, 40.3 mmol) in a flask and heat at 150° C. for 5 hours. Cool, dissolve the residue in methanol, dilute with ethyl acetate, then wash with saturated aqueous sodium bicarbonate solution. Dry the organic layer over sodium chloride/magnesium sulfate, filtered, and concentrated on a rotary evaporator to yield the crude product (10 g). The crude product was purified by flash column chromatography on silica gel elutin...